This data is from the Open Reaction Database (ORD), a public repository of structured organic reaction records. The task is: describe an organic reaction: reactants, conditions, products, and yield Reactants: ClC1=C(NC2=CC=CC=C2)C=CC(=C1)F (2-chloro-4-fluoro-N-phenylaniline), C(C)(C)(C)P(C(C)(C)C)C(C)(C)C (tri-tert-Butylphosphine), CC(C)([O-])C.[Na+] (sodium tert-butoxide). Reagents/catalysts: C(C)(=O)[O-].[Pd+2].C(C)(=O)[O-] (palladium(II)acetate). Solvent: O1CCOCC1 (1,4-dioxane). Product: FC=1C=CC=2NC3=CC=CC=C3C2C1 (3-fluoro-9H-carbazole). Yield: 34.1%. As a reaction SMILES: Cl[C:2]1[CH:14]=[C:13]([F:15])[CH:12]=[CH:11][C:3]=1[NH:4][C:5]1[CH:10]=[CH:9][CH:8]=[CH:7][CH:6]=1.C(P(C(C)(C)C)C(C)(C)C)(C)(C)C.CC(C)([O-])C.[Na+]>C([O-])(=O)C.[Pd+2].C([O-])(=O)C.O1CCOCC1>[F:15][C:13]1[CH:14]=[CH:2][C:3]2[NH:4][C:5]3[C:10]([C:11]=2[CH:12]=1)=[CH:9][CH:8]=[CH:7][CH:6]=3 |f:2.3,4.5.6|. Procedure: A mixture of 23.4 g (106 mmole) 2-chloro-4-fluoro-N-phenylaniline, 0.27 g (5.3 mmole) of palladium(II)acetate, 2.1 g (10.6 mmole) of tri-tert-Butylphosphine, 50.8 g (530 mmole) of sodium tert-butoxide and 1,4-dioxane 150 ml were refluxed under nitrogen for about overnight. Allowed to cool and then quenched by addition of HCl (aq) (2 M, 140 ml). The organic phase was extracted with dichloromethane and water, dried with anhydrous magnesium sulfate, the solvent was removed and the residue was purif... Procedure: 10.0 g (53 mmol) BOC-alanine was coupled to 8.7 ml (105 mmol) pyrrolidine according to procedure B. Yield of active ester 14.97 g (52 mmol, 98%). Yield of crude product 10.97 g. The product was purified by a silica column using 50–100% ethyl acetate in petroleum ether as eluent. Yield 9.07 g (37.4 mmol, 72%). Reaction SMILES: [C:1]([NH:8][C@H:9]([C:11]([OH:13])=O)[CH3:10])([O:3][C:4]([CH3:7])([CH3:6])[CH3:5])=[O:2].[NH:14]1[CH2:18][CH2:17][CH2:16][CH2:15]1>>[C:1]([NH:8][C@H:9]([C:11]([N:14]1[CH2:18][CH2:17][CH2:16][CH2:15]1)=[O:13])[CH3:10])([O:3][C:4]([CH3:5])([CH3:6])[CH3:7])=[O:2]. The reactants are C(=O)(OC(C)(C)C)N[C@@H](C)C(=O)O (BOC-alanine), crude product, N1CCCC1 (pyrrolidine), ester. The product is C(=O)(OC(C)(C)C)N[C@@H](C)C(=O)N1CCCC1 (BOC-L-alanyl-pyrrolidine). Reactants: Cl (HCl), C1OC2(C(C3[C@H](C([C@H]4[C@@H]5CC[C@@H]([C@@]5(C)CC[C@@H]4[C@]3(CC2)C)O[Si](C)(C)C(C)(C)C)=O)CO)(C)C)OC1 (3,3-(ethylenedioxy)-4,4-dimethyl-6α-hydroxymethyl-17β-tert-butyl-dimethylsilyloxyandrostan-7-one), C(=O)(O)[O-].[Na+] (NaHCO3). The solvent is O1CCOCC1 (dioxane). Run at time 5.5 hour. The product is CC1(C2[C@H](C([C@H]3[C@@H]4CC[C@@H]([C@@]4(C)CC[C@@H]3[C@]2(CCC1=O)C)O)=O)CO)C (4,4-dimethyl-6α-hydroxymethyl-17β-hydroxyandrostan-3,7-dione). The yield is 95.0%. RXN SMILES: C1CO[C:3]2([CH2:20][CH2:19][C@@:18]3([CH3:21])[CH:5]([C@@H:6]([CH2:31][OH:32])[C:7](=[O:30])[C@@H:8]4[C@@H:17]3[CH2:16][CH2:15][C@@:13]3([CH3:14])[C@H:9]4[CH2:10][CH2:11][C@@H:12]3[O:22][Si](C(C)(C)C)(C)C)[C:4]2([CH3:34])[CH3:33])[O:2]1.Cl.C([O-])(O)=O.[Na+]>O1CCOCC1>[CH3:33][C:4]1([CH3:34])[C:3](=[O:2])[CH2:20][CH2:19][C@@:18]2([CH3:21])[CH:5]1[C@@H:6]([CH2:31][OH:32])[C:7](=[O:30])[C@@H:8]1[C@@H:17]2[CH2:16][CH2:15][C@@:13]2([CH3:14])[C@H:9]1[CH2:10][CH2:11][C@@H:12]2[OH:22] |f:2.3|. Procedure details: 3,3-(ethylenedioxy)-4,4-dimethyl-6α-hydroxymethyl-17β-tert-butyl-dimethylsilyloxyandrostan-7-one (100 mg) was dissolved in dioxane (2 ml) then 1N HCl (2 ml) was added and the mixture stirred at RT for 5.5 h. 5% NaHCO3 was added and the solvent evaporated to dryness. The water phase was extracted with DCM, dried over Na2SO4 and evaporated to dryness to give 4,4-dimethyl-6α-hydroxymethyl-17β-hydroxyandrostan-3,7-dione in 95% yield. The reactants are CCOC(=O)c1cn(C(C)(C)C)c2c(OC)c(F)c(F)cc2c1=O, ClCCl, O=C(O)C(F)(F)F. The product is CCOC(=O)c1c[nH]c2c(OC)c(F)c(F)cc2c1=O. As a reaction SMILES: [C:1]([CH3:2])([CH3:3])([CH3:4])[n:5]1[cH:6][c:7]([C:20](=[O:21])[O:22][CH2:23][CH3:24])[c:8](=[O:19])[c:9]2[cH:10][c:11]([F:18])[c:12]([F:17])[c:13]([O:15][CH3:16])[c:14]12.[Cl:25][CH2:26][Cl:27].[OH:28][C:29]([C:30]([F:31])([F:32])[F:33])=[O:34]>>[nH:5]1[cH:6][c:7]([C:20](=[O:21])[O:22][CH2:23][CH3:24])[c:8](=[O:19])[c:9]2[cH:10][c:11]([F:18])[c:12]([F:17])[c:13]([O:15][CH3:16])[c:14]12. Reactants: [N+](=O)([O-])C=1C=C(C=CC1)C(C)=O (1-(3-nitrophenyl)ethanone), [BH4-].[Na+] (sodium borohydride). Run in ClCCl (dichloromethane), CO (methanol). Reaction conditions: time 3 hour. Product: [N+](=O)([O-])C=1C=C(C=CC1)C(C)O (1-(3-nitrophenyl)ethanol). As a reaction SMILES: [N+:1]([C:4]1[CH:5]=[C:6]([C:10](=[O:12])[CH3:11])[CH:7]=[CH:8][CH:9]=1)([O-:3])=[O:2].[BH4-].[Na+]>CO.ClCCl>[N+:1]([C:4]1[CH:5]=[C:6]([CH:10]([OH:12])[CH3:11])[CH:7]=[CH:8][CH:9]=1)([O-:3])=[O:2] |f:1.2|. Reported procedure: 26.4 g (160 mmol) of 1-(3-nitrophenyl)ethanone are suspended in 270 ml of methanol, and 6.1 g (160 mmol) of sodium borohydride are added in portions with ice cooling. The reaction mixture is subsequently stirred for a further 3 h without cooling, diluted with 300 ml of dichloromethane and washed with 3×200 ml of water. The organic phase is dried over sodium sulfate and evaporated to dryness. Reactants: C(C)(C)(C)OC(=O)N1CCN(CC1)N=O (4-nitrosopiperazine-1-carboxylic acid tert-butyl ester), [H-].[H-].[H-].[H-].[Li+].[Al+3] (LAH). Run in C1CCOC1 (THF). Conditions: time 8 hour. The product is C(C)(C)(C)OC(=O)N1CCN(CC1)N (4-aminopiperazine-1-carboxylic acid tert-butyl ester). As a reaction SMILES: [C:1]([O:5][C:6]([N:8]1[CH2:13][CH2:12][N:11]([N:14]=O)[CH2:10][CH2:9]1)=[O:7])([CH3:4])([CH3:3])[CH3:2].[H-].[H-].[H-].[H-].[Li+].[Al+3]>C1COCC1>[C:1]([O:5][C:6]([N:8]1[CH2:13][CH2:12][N:11]([NH2:14])[CH2:10][CH2:9]1)=[O:7])([CH3:4])([CH3:2])[CH3:3] |f:1.2.3.4.5.6|. Reported procedure: To the solution of 4-nitrosopiperazine-1-carboxylic acid tert-butyl ester (7.4 mmol) in THF (100 mL) was added LAH (2.5 eq.) portionwise at 0° C. The solution was warmed to rt and stirred overnight, then quenched by the dropwise addition of a saturated solution of potassium sodium tartrate. The aqueous solution was extracted several times with DCM. The organic layer was dried (Na2SO4) and concentrated at 25° C. to afford 4-aminopiperazine-1-carboxylic acid tert-butyl ester as a white solid.